This data is from the Open Reaction Database (ORD), a public repository of structured organic reaction records. The task is: describe an organic reaction: reactants, conditions, products, and yield Reactants: C(CCC)[Sn](CCCC)(CCCC)Cl (tri-n-butylstannyl chloride), C[Si](C)(C)[N-][Si](C)(C)C.[Li+].C1CCOC1 (lithium bis(trimethylsilyl)amide THF), N1=CC(=CC2=CC=CC=C12)C(C=1N=CN2C1SC=C2)O (7-[(quinolin-3-yl)hydroxymethyl]imidazo[5,1-b]thiazole), ketone. Reagents/catalysts: [O-2].[O-2].[Mn+4] (manganese dioxide). Yields the product ketone, N1=CC(=CC2=CC=CC=C12)C(=O)C=1N=CN2C1SC(=C2)[Sn](CCCC)(CCCC)CCCC (7-(Quinolin-3-yl)carbonyl-2-(tri-n-butylstannyl)imidazo-[5,1-b]thiazole). RXN SMILES: [N:1]1[C:10]2[C:5](=[CH:6][CH:7]=[CH:8][CH:9]=2)[CH:4]=[C:3]([CH:11]([OH:20])[C:12]2[N:13]=[CH:14][N:15]3[CH:19]=[CH:18][S:17][C:16]=23)[CH:2]=1.[CH2:21]([Sn:25](Cl)([CH2:30][CH2:31][CH2:32][CH3:33])[CH2:26][CH2:27][CH2:28][CH3:29])[CH2:22][CH2:23][CH3:24].C[Si]([N-][Si](C)(C)C)(C)C.[Li+].C1COCC1>[O-2].[O-2].[Mn+4]>[N:1]1[C:10]2[C:5](=[CH:6][CH:7]=[CH:8][CH:9]=2)[CH:4]=[C:3]([C:11]([C:12]2[N:13]=[CH:14][N:15]3[CH:19]=[C:18]([Sn:25]([CH2:26][CH2:27][CH2:28][CH3:29])([CH2:30][CH2:31][CH2:32][CH3:33])[CH2:21][CH2:22][CH2:23][CH3:24])[S:17][C:16]=23)=[O:20])[CH:2]=1 |f:2.3.4,5.6.7|. Reported procedure: A ketone compound (327 mg) was prepared in substantially the same manner as in step b) of Synthesis Example 1, except that 577 mg of 7-[(quinolin-3-yl)hydroxymethyl]imidazo[5,1-b]thiazole and 421 mg of manganese dioxide were used as the starting compounds. 7-(Quinolin-3-yl)carbonyl-2-(tri-n-butylstannyl)imidazo-[5,1-b]thiazole (73 mg) was prepared in substantially the same manner as in step c) of Synthesis Example 1, except that 64 mg of the ketone compound, 0.140 ml of tri-n-butylstannyl chlori... Reactants: COC(=O)CCC(Br)C(=O)c1ccccc1Cl, CO, O=C[O-], [Na+]. Product: COC(=O)CCC(O)C(=O)c1ccccc1Cl. RXN SMILES: [Br:1][CH:2]([CH2:3][CH2:4][C:5](=[O:6])[O:7][CH3:8])[C:9]([c:10]1[c:11]([Cl:16])[cH:12][cH:13][cH:14][cH:15]1)=[O:17].[CH3:22][OH:23].[CH:18](=[O:19])[O-:20].[Na+:21]>>[CH:2]([CH2:3][CH2:4][C:5](=[O:6])[O:7][CH3:8])([C:9]([c:10]1[c:11]([Cl:16])[cH:12][cH:13][cH:14][cH:15]1)=[O:17])[OH:19]. The reactants are P(=O)(OCl)(Cl)Cl (phosphoryl oxychloride), C([O-])(O)=O.[Na+] (sodium bicarbonate), N1C=CC=2C(=CC=CC12)C(=O)OC (methyl indole-4-carboxylate), CN(C=O)C (N,N-dimethylformamide), CN(C=O)C (N,N-dimethylformamide). Run in O (water). Conditions: time 30 minute. Yields the product C[N+](=CCl)C.[Cl-] (Vilsmeier reagent), C(=O)C1=CNC=2C=CC=C(C12)C(=O)OC (methyl 3-formylindole-4-carboxylate). Reaction SMILES: P(Cl)(Cl)(O[Cl:4])=O.[NH:7]1[C:15]2[CH:14]=[CH:13][CH:12]=[C:11]([C:16]([O:18][CH3:19])=[O:17])[C:10]=2[CH:9]=[CH:8]1.[C:20](=O)(O)[O-:21].[Na+].[CH3:25][N:26]([CH3:29])[CH:27]=O>O>[CH3:25][N+:26]([CH3:29])=[CH:27][Cl:4].[Cl-:4].[CH:20]([C:9]1[C:10]2[C:11]([C:16]([O:18][CH3:19])=[O:17])=[CH:12][CH:13]=[CH:14][C:15]=2[NH:7][CH:8]=1)=[O:21] |f:2.3,6.7|. Reported procedure: The Vilsmeier reagent was prepared by the dropwise addition of phosphoryl oxychloride (0.75 mg) to cooled N,N-dimethylformamide (20.0 ml) under constant stirring. A solution of methyl indole-4-carboxylate in N,N-dimethylformamide (12.0 ml) was added to the above solution at 0° C. and the solution was stirred for 30 minutes. The mixture was diluted with water (40 ml) and the solution was neutralized with saturated sodium bicarbonate aqueous solution and extracted with ethyl acetate (60 ml). The o... Starting materials: ClC1=C(N=CC(=N1)N[C@@H](C(=O)N)CC)C#N ((R)-2-(6-chloro-5-cyanopyrazin-2-ylamino)butanamide), C1(=CC=CC=C1)C1=NSC(=C1)N (3-phenylisothiazol-5-amine), C(=O)([O-])[O-].[K+].[K+] (K2CO3), C=1C=CC(=CC1)P(C=2C=CC=CC2)C3=CC=C4C=CC=CC4=C3C5=C6C=CC=CC6=CC=C5P(C=7C=CC=CC7)C=8C=CC=CC8 (BINAP). Reagents/catalysts: CC(=O)[O-].CC(=O)[O-].[Pd+2] (Pd(OAc)2). The solvent is O1CCOCC1 (dioxane). Run at time 4 hour. The product is C(#N)C=1N=CC(=NC1NC1=CC(=NS1)C1=CC=CC=C1)N[C@@H](C(=O)N)CC ((R)-2-(5-cyano-6-(3-phenylisothiazol-5-ylamino)pyrazin-2-ylamino)butanamide). Yield: 16.9%. As a reaction SMILES: Cl[C:2]1[N:7]=[C:6]([NH:8][C@H:9]([CH2:13][CH3:14])[C:10]([NH2:12])=[O:11])[CH:5]=[N:4][C:3]=1[C:15]#[N:16].[C:17]1([C:23]2[CH:27]=[C:26]([NH2:28])[S:25][N:24]=2)[CH:22]=[CH:21][CH:20]=[CH:19][CH:18]=1.C([O-])([O-])=O.[K+].[K+].C1C=CC(P(C2C(C3C(P(C4C=CC=CC=4)C4C=CC=CC=4)=CC=C4C=3C=CC=C4)=C3C(C=CC=C3)=CC=2)C2C=CC=CC=2)=CC=1>O1CCOCC1.CC([O-])=O.CC([O-])=O.[Pd+2]>[C:15]([C:3]1[N:4]=[CH:5][C:6]([NH:8][C@H:9]([CH2:13][CH3:14])[C:10]([NH2:12])=[O:11])=[N:7][C:2]=1[NH:28][C:26]1[S:25][N:24]=[C:23]([C:17]2[CH:22]=[CH:21][CH:20]=[CH:19][CH:18]=2)[CH:27]=1)#[N:16] |f:2.3.4,7.8.9|. Reported procedure: A mixture of (R)-2-(6-chloro-5-cyanopyrazin-2-ylamino)butanamide (50 mg, 0.208 mmol), 3-phenylisothiazol-5-amine (22 mg, 0.125 mmol), K2CO3 (100 mg, 0.724 mmol), BINAP (25 mg, 0.040 mmol) and Pd(OAc)2 (15 mg, 0.066 mmol) in dioxane (2 mL) was degassed with Ar, then was stirred at 110 C for 4 h. HOAc (0.2 mL) was added. The mixture was concentrated in vacuo. The residue was purified by HPLC to give (R)-2-(5-cyano-6-(3-phenylisothiazol-5-ylamino)pyrazin-2-ylamino)butanamide (8 mg) Reactants: CC(C)C1=CC=C(C=C1)C1=CC=CN2C1=NS(CC2)(=O)=O (9-[4-(1-methylethyl)phenyl]-3,4-dihydropyrido[2,1-c][1,2,4]thiadiazine 2,2-dioxide). Reagents/catalysts: [C].[Rh] (rhodium-carbon). The yield is 94.1%. Run at time 7 hour. Reported procedure: A mixture of 5% rhodium-carbon (50% wet, 15 mg) and 9-[4-(1-methylethyl)phenyl]-3,4-dihydropyrido[2,1-c][1,2,4]thiadiazine 2,2-dioxide (150 mg) in THF (30 mL) and ethanol (30 mL) was stirred under a hydrogen atmosphere at room temperature for 7 hr. The reaction mixture was filtered, and the filtrate was concentrated to give the title compound (143 mg) as a gray white solid. The obtained solid was crystallized from THF and diisopropyl ether to give a white solid. The solvent is C1CCOC1 (THF), C(C)O (ethanol). RXN SMILES: [CH3:1][CH:2]([C:4]1[CH:9]=[CH:8][C:7]([C:10]2[C:15]3=[N:16][S:17](=[O:21])(=[O:20])[CH2:18][CH2:19][N:14]3[CH:13]=[CH:12][CH:11]=2)=[CH:6][CH:5]=1)[CH3:3]>C1COCC1.C(O)C.[C].[Rh]>[CH3:3][CH:2]([C:4]1[CH:9]=[CH:8][C:7]([CH:10]2[C:15]3=[N:16][S:17](=[O:21])(=[O:20])[CH2:18][CH2:19][N:14]3[CH2:13][CH2:12][CH2:11]2)=[CH:6][CH:5]=1)[CH3:1] |f:3.4|. Product: CC(C)C1=CC=C(C=C1)C1CCCN2C1=NS(CC2)(=O)=O (9-[4-(1-methylethyl)phenyl]-3,4,6,7,8,9-hexahydropyrido[2,1-c][1,2,4]thiadiazine 2,2-dioxide). Starting materials: [Br-], C1CCOC1, C[Mg+], O=Cc1cc2c(Cl)cccc2nc1Cl, Cl. Product: CC(O)c1cc2c(Cl)cccc2nc1Cl. Reaction SMILES: [Br-:15].[CH2:19]1[O:20][CH2:21][CH2:22][CH2:23]1.[CH3:16][Mg+:17].[Cl:1][c:2]1[n:3][c:4]2[cH:5][cH:6][cH:7][c:8]([Cl:14])[c:9]2[cH:10][c:11]1[CH:12]=[O:13].[ClH:18]>>[Cl:1][c:2]1[n:3][c:4]2[cH:5][cH:6][cH:7][c:8]([Cl:14])[c:9]2[cH:10][c:11]1[CH:12]([OH:13])[CH3:16]. Reactants: S1C=NC(=C1)C1=NC2=C(N1CC1=CC=C(C=C1)C=1C(=CC=CC1)C(=O)OC(C)(C)C)C=CC=C2 (tert.butyl 4'-[(2-(thiazol-4-yl)-benzimidazol-1-yl)-methyl]biphenyl-2-carboxylate), FC(C(=O)O)(F)F (trifluoroacetic acid). Yields the product S1C=NC(=C1)C1=NC2=C(N1CC1=CC=C(C=C1)C=1C(=CC=CC1)C(=O)O)C=CC=C2 (4'-[(2-(Thiazol-4-yl)-benzimidazol-1-yl)-methyl]biphenyl-2-carboxylic acid). RXN SMILES: [S:1]1[CH:5]=[C:4]([C:6]2[N:10]([CH2:11][C:12]3[CH:17]=[CH:16][C:15]([C:18]4[C:19]([C:24]([O:26]C(C)(C)C)=[O:25])=[CH:20][CH:21]=[CH:22][CH:23]=4)=[CH:14][CH:13]=3)[C:9]3[CH:31]=[CH:32][CH:33]=[CH:34][C:8]=3[N:7]=2)[N:3]=[CH:2]1.FC(F)(F)C(O)=O>>[S:1]1[CH:5]=[C:4]([C:6]2[N:10]([CH2:11][C:12]3[CH:17]=[CH:16][C:15]([C:18]4[C:19]([C:24]([OH:26])=[O:25])=[CH:20][CH:21]=[CH:22][CH:23]=4)=[CH:14][CH:13]=3)[C:9]3[CH:31]=[CH:32][CH:33]=[CH:34][C:8]=3[N:7]=2)[N:3]=[CH:2]1. Procedure: Prepared in analogous manner to Example 9 from tert.butyl 4'-[(2-(thiazol-4-yl)-benzimidazol-1-yl)-methyl]biphenyl-2-carboxylate and trifluoroacetic acid Starting materials: O=C1CCC(=O)N1Br, ClC(Cl)(Cl)Cl, Cc1cc2cc(I)ccc2o1. The product is BrCc1cc2cc(I)ccc2o1. As a reaction SMILES: [Br:12][N:13]1[C:14](=[O:15])[CH2:16][CH2:17][C:18]1=[O:19].[C:20]([Cl:21])([Cl:22])([Cl:23])[Cl:24].[I:1][c:2]1[cH:3][cH:4][c:5]2[c:6]([cH:7][c:8]([CH3:10])[o:9]2)[cH:11]1>>[I:1][c:2]1[cH:3][cH:4][c:5]2[c:6]([cH:7][c:8]([CH2:10][Br:12])[o:9]2)[cH:11]1. Starting materials: CC1=NNC(=C1C1=C(C(=CC=C1)OCCOC)OC)N (3-methyl-4-(2-(methyloxy)-3-{[2-(methyloxy)ethyl]oxy}phenyl)-1H-pyrazol-5-amine), ClC=1C=C(C=O)C=CC1O (3-chloro-4-hydroxybenzaldehyde), FC(C(=O)O)(F)F (trifluoroacetic acid). The solvent is CO (methanol). Reaction conditions: temperature 70 celsius. The product is Cl.ClC1=C(C=CC(=C1)C1=NC2=C(C=3C(=C(C=CC13)OCCOC)OC)C(=NN2)C)O (2-chloro-4-(1-methyl-9-(methyloxy)-8-{[2-(methyloxy)ethyl]oxy}-3H-pyrazolo[3,4-c]isoquinolin-5-yl)phenol hydrochloride salt). Yield: 53.1%. RXN SMILES: [CH3:1][C:2]1[C:6]([C:7]2[CH:12]=[CH:11][CH:10]=[C:9]([O:13][CH2:14][CH2:15][O:16][CH3:17])[C:8]=2[O:18][CH3:19])=[C:5]([NH2:20])[NH:4][N:3]=1.[Cl:21][C:22]1[CH:23]=[C:24]([CH:27]=[CH:28][C:29]=1[OH:30])[CH:25]=O.FC(F)(F)C(O)=O>CO>[ClH:21].[Cl:21][C:22]1[CH:23]=[C:24]([C:25]2[C:12]3[CH:11]=[CH:10][C:9]([O:13][CH2:14][CH2:15][O:16][CH3:17])=[C:8]([O:18][CH3:19])[C:7]=3[C:6]3[C:2]([CH3:1])=[N:3][NH:4][C:5]=3[N:20]=2)[CH:27]=[CH:28][C:29]=1[OH:30] |f:4.5|. Procedure: A mixture of 3-methyl-4-(2-(methyloxy)-3-{[2-(methyloxy)ethyl]oxy}phenyl)-1H-pyrazol-5-amine (115 mg, 0.42 mmol), 3-chloro-4-hydroxybenzaldehyde (100 mg, 0.64 mmol) and trifluoroacetic acid (3 mL) was heated at 70° C. for 18 hours. The reaction mixture was concentrated, dissolved in 10 mL of N,N-dimethylformamide and purified by preparatory HPLC (Shimadzu LC-8A HPLC, Waters Xterra C18 30 mm×100 mm column, acetonitrile-water-trifluoroacetic acid eluent). After concentration and lyophillization of... The solvent is CN(C)C=O (DMF), C(=O)OC (methyl formate), CN(C)C=O (DMF), CN(C)C=O (DMF). Yields the product OC=C(C(=O)OC)C1=CC=CC=C1 (methyl 3-hydroxy-2-phenylpropenoate). Procedure details: A solution of methyl phenylacetate (16.03g) in methyl formate (132ml) and dry DMF (100 ml) was added dropwise over 40 minutes to a stirred suspension of sodium hydride (5.14g) in dry DMF (200ml) at between 0° and 5° C. (effervescence and foaming). The resulting mixture was stirred at about -5° C. for 30 minutes, diluted with dry DMF (250ml), then allowed to warm and stir at room temperature for 3 hours. Ice and sodium carbonate were added to the mixture and it was washed with ether (x2), then ac... RXN SMILES: [C:1]1([CH2:7][C:8]([O:10][CH3:11])=[O:9])[CH:6]=[CH:5][CH:4]=[CH:3][CH:2]=1.[H-].[Na+].[C:14](=O)([O-])[O-:15].[Na+].[Na+]>C(OC)=O.CN(C=O)C>[OH:15][CH:14]=[C:7]([C:1]1[CH:6]=[CH:5][CH:4]=[CH:3][CH:2]=1)[C:8]([O:10][CH3:11])=[O:9] |f:1.2,3.4.5|. The reactants are C([O-])([O-])=O.[Na+].[Na+] (sodium carbonate), C1(=CC=CC=C1)CC(=O)OC (methyl phenylacetate), [H-].[Na+] (sodium hydride). Reaction conditions: temperature -5 celsius, time 30 minute. The yield is 71.0%.